From a dataset of the Open Reaction Database (ORD), a public repository of structured organic reaction records. describe an organic reaction: reactants, conditions, products, and yield Starting materials: [Cl-].[NH4+] (ammonium chloride), COC1=C(C(=C(C(=C1C)C)OC)C)CC\C(=C/C(=O)OC)\C (methyl (Z)-5-(2,5-dimethoxy-3,4,6-trimethylphenyl)-3-methyl-2-pentenoate), COCCO[AlH2-]OCCOC.[Na+] (Red-Al). The solvent is C1(=CC=CC=C1)C (toluene), C1(=CC=CC=C1)C (toluene). The product is COC1=C(C(=C(C(=C1C)C)OC)C)CC\C(=C/CO)\C ((Z)-5-(2,5-dimethoxy-3,4,6-trimethylphenyl)-3-methyl-2-penten-1-ol). Isolated yield 53.9%. Reaction SMILES: [CH3:1][O:2][C:3]1[C:8]([CH3:9])=[C:7]([CH3:10])[C:6]([O:11][CH3:12])=[C:5]([CH3:13])[C:4]=1[CH2:14][CH2:15]/[C:16](/[CH3:22])=[CH:17]\[C:18](OC)=[O:19].COCCO[AlH2-]OCCOC.[Na+].[Cl-].[NH4+]>C1(C)C=CC=CC=1>[CH3:1][O:2][C:3]1[C:8]([CH3:9])=[C:7]([CH3:10])[C:6]([O:11][CH3:12])=[C:5]([CH3:13])[C:4]=1[CH2:14][CH2:15]/[C:16](/[CH3:22])=[CH:17]\[CH2:18][OH:19] |f:1.2,3.4|. Procedure: A solution of 0.8 g (2.6 mmol) of methyl (Z)-5-(2,5-dimethoxy-3,4,6-trimethylphenyl)-3-methyl-2-pentenoate in toluene (5 ml) was treated dropwise with 0.75 ml of a 3.5 molar Red-Al solution in toluene. After 2 hours at room temperature the mixture was poured into saturated ammonium chloride solution and extracted with ether. The combined extracts were washed with water, dried and concentrated to a colourless oil which was purified on silica gel with hexane/ethyl acetate 9:1→6:1, yielding 0.39 g ... Starting materials: C1(CCCCC1)C=1C2=C(N3CCOC4=C(C13)C=CC=C4[N+](=O)[O-])C=C(C=C2)C(=O)OC (methyl 12-cyclohexyl-4-nitro-6,7-dihydro-5-oxa-7a-azadibenzo[a,e]azulene-9-carboxylate), [Cl-].[NH4+] (ammonium chloride), reduced iron. Run in O1CCCC1 (tetrahydrofuran), C(C)O (ethanol), O (water). Reaction conditions: temperature 100 celsius, time 2 hour. The product is NC1=CC=CC=2C3=C(C4=C(N3CCOC21)C=C(C=C4)C(=O)OC)C4CCCCC4 (methyl 4-amino-12-cyclohexyl-6,7-dihydro-5-oxa-7a-azadibenzo[a,e]azulene-9-carboxylate). The yield is 93.5%. As a reaction SMILES: [CH:1]1([C:7]2[C:8]3[CH:27]=[CH:26][C:25]([C:28]([O:30][CH3:31])=[O:29])=[CH:24][C:9]=3[N:10]3[C:16]=2[C:15]2[CH:17]=[CH:18][CH:19]=[C:20]([N+:21]([O-])=O)[C:14]=2[O:13][CH2:12][CH2:11]3)[CH2:6][CH2:5][CH2:4][CH2:3][CH2:2]1.[Cl-].[NH4+]>O1CCCC1.C(O)C.O>[NH2:21][C:20]1[C:14]2[O:13][CH2:12][CH2:11][N:10]3[C:16](=[C:7]([CH:1]4[CH2:6][CH2:5][CH2:4][CH2:3][CH2:2]4)[C:8]4[CH:27]=[CH:26][C:25]([C:28]([O:30][CH3:31])=[O:29])=[CH:24][C:9]=43)[C:15]=2[CH:17]=[CH:18][CH:19]=1 |f:1.2|. Reported procedure: To a solution of methyl 12-cyclohexyl-4-nitro-6,7-dihydro-5-oxa-7a-azadibenzo[a,e]azulene-9-carboxylate (9.94 g, 23.6 mmol) in tetrahydrofuran (85 ml), ethanol (170 ml) and water (42.5 ml) were added ammonium chloride (6.31 g, 118 mmol) and reduced iron (6.60 g, 118 mmol), and the mixture was stirred at 100° C. for 2 hr. After filtration of the reaction solution, saturated aqueous sodium hydrogen carbonate solution was added to the filtrate, and the mixture was extracted with ethyl acetate. The ... Starting materials: [Al+3], C1CCOC1, CC(O)(CC#N)c1cccc(Cl)c1, [H-], [H-], [H-], [H-], [Li+], [Na+], [OH-]. Yields the product CC(O)(CCN)c1cccc(Cl)c1. Reaction SMILES: [Al+3:15].[CH2:20]1[O:21][CH2:22][CH2:23][CH2:24]1.[Cl:1][c:2]1[cH:3][c:4]([C:8]([CH2:9][C:10]#[N:11])([CH3:12])[OH:13])[cH:5][cH:6][cH:7]1.[H-:14].[H-:17].[H-:18].[H-:19].[Li+:16].[Na+:26].[OH-:25]>>[Cl:1][c:2]1[cH:3][c:4]([C:8]([CH2:9][CH2:10][NH2:11])([CH3:12])[OH:13])[cH:5][cH:6][cH:7]1. Yield: 82.0%. Reaction SMILES: [CH3:1][O:2][N:3]=[C:4]([C:9]1[CH:14]=[CH:13][CH:12]=[CH:11][C:10]=1/[CH:15]=[C:16](\[Cl:24])/[C:17]([O:19]C(C)(C)C)=[O:18])[C:5]([O:7][CH3:8])=[O:6].C(=O)([O-])[O-].[Na+].[Na+].C(OC)(C)(C)C>FC(F)(F)C(O)=O.ClCCl>[CH3:1][O:2][N:3]=[C:4]([C:9]1[CH:14]=[CH:13][CH:12]=[CH:11][C:10]=1/[CH:15]=[C:16](\[Cl:24])/[C:17]([OH:19])=[O:18])[C:5]([O:7][CH3:8])=[O:6] |f:1.2.3|. Product: CON=C(C(=O)OC)C1=C(C=CC=C1)\C=C(\C(=O)O)/Cl (Methyl 2-methoxyimino-2-{2-[2-chloro-2-carboxy-(Z)-ethenyl]phenyl}acetate). Starting materials: CON=C(C(=O)OC)C1=C(C=CC=C1)\C=C(\C(=O)OC(C)(C)C)/Cl (Methyl 2-methoxyimino-2-{2-[2-chloro-2-tert-butoxycarbonyl-(Z)-ethenyl]phenyl}acetate), C(C)(C)(C)OC (methyl tert-butyl ether), C([O-])([O-])=O.[Na+].[Na+] (sodium carbonate). Solvent: FC(C(=O)O)(F)F (trifluoroacetic acid), ClCCl (dichloromethane). Procedure: 29 g of methyl 2-methoxyimino-2-{2-[2-chloro-2-tert-butyloxycarbonyl-(Z)-ethenyl]phenyl}acetate from Example 3 are stirred in a mixture of 40 ml of trifluoroacetic acid and 160 ml of dichloromethane for 2.5 hours at room temperature. The dark solution is then stirred into 500 ml of saturated sodium carbonate solution (pH 9). After the addition of 200 ml of methyl tert-butyl ether, the organic phase is separated off. The aqueous phase is again extracted with methyl tert-butyl ether and the pH is ...